This data is from the Open Reaction Database (ORD), a public repository of structured organic reaction records. The task is: describe an organic reaction: reactants, conditions, products, and yield Reactants: O=C(Cl)c1ccccc1, ClCCl, Nn1nc(-c2ccccc2)c2ccccc2c1=O, [Na+], O=C([O-])O. Yields the product O=C(Nn1nc(-c2ccccc2)c2ccccc2c1=O)c1ccccc1. Reaction SMILES: [C:24]([c:25]1[cH:26][cH:27][cH:28][cH:29][cH:30]1)(=[O:31])[Cl:32].[Cl:33][CH2:34][Cl:35].[NH2:1][n:2]1[c:3](=[O:18])[c:4]2[cH:5][cH:6][cH:7][cH:8][c:9]2[c:10](-[c:12]2[cH:13][cH:14][cH:15][cH:16][cH:17]2)[n:11]1.[Na+:23].[O-:19][C:20]([OH:21])=[O:22]>>[NH:1]([n:2]1[c:3](=[O:18])[c:4]2[cH:5][cH:6][cH:7][cH:8][c:9]2[c:10](-[c:12]2[cH:13][cH:14][cH:15][cH:16][cH:17]2)[n:11]1)[C:24]([c:25]1[cH:26][cH:27][cH:28][cH:29][cH:30]1)=[O:31]. Starting materials: powder, CN(C(SC1=C(C=C(C=C1)CC1=CC=CC=C1)[N+](=O)[O-])=O)C (S-4-benzyl-2-nitrophenyl dimethylcarbamothioate), [Cl-].[NH4+] (ammonium chloride). The reagents and catalysts are [Zn] (zinc). Solvent: CC(=O)C.O (acetone water). Conditions: time 4 hour. Yields the product CN(C(SC1=C(C=C(C=C1)CC1=CC=CC=C1)N)=O)C (S-2-amino-4-benzylphenyl dimethylcarbamothioate). RXN SMILES: [CH3:1][N:2]([CH3:22])[C:3](=[O:21])[S:4][C:5]1[CH:10]=[CH:9][C:8]([CH2:11][C:12]2[CH:17]=[CH:16][CH:15]=[CH:14][CH:13]=2)=[CH:7][C:6]=1[N+:18]([O-])=O.[Cl-].[NH4+]>[Zn].CC(C)=O.O>[CH3:22][N:2]([CH3:1])[C:3](=[O:21])[S:4][C:5]1[CH:10]=[CH:9][C:8]([CH2:11][C:12]2[CH:13]=[CH:14][CH:15]=[CH:16][CH:17]=2)=[CH:7][C:6]=1[NH2:18] |f:1.2,4.5|. Procedure details: To a solution of S-4-benzyl-2-nitrophenyl dimethylcarbamothioate (1.58 g, 4.99 mmol) in 25 mL 5:1 acetone/water under nitrogen was added zinc, nanosize activated powder (1.63 g, 25.0 mmol) and ammonium chloride (2.67 g, 49.9 mmol). The reaction became hot and was cooled with an ice bath. The heterogeneous reaction was allowed to stir for ˜4 h. The reaction was allowed to stand overnight and was partitioned between 200 mL EtOAc and water. The organic layer was washed with brine, and dried over so... Reactants: NC1=C(C=C(C=C1C)C)N (1,2-diamino-4,6-dimethylbenzene), O.O.C(C(=O)O)(=O)O (oxalic acid dihydrate). The solvent is Cl (HCl). Conditions: temperature 62.5 celsius. The product is CC1=C2NC(C(NC2=CC(=C1)C)=O)=O (5,7-dimethyl-1,4-dihydro-2,3-quinoxalinedione). Yield: 87.2%. As a reaction SMILES: [NH2:1][C:2]1[C:7]([CH3:8])=[CH:6][C:5]([CH3:9])=[CH:4][C:3]=1[NH2:10].O.O.[C:13](O)(=[O:17])[C:14](O)=[O:15]>Cl>[CH3:8][C:7]1[CH:6]=[C:5]([CH3:9])[CH:4]=[C:3]2[C:2]=1[NH:1][C:13](=[O:17])[C:14](=[O:15])[NH:10]2 |f:1.2.3|. Reported procedure: A mixture of 1,2-diamino-4,6-dimethylbenzene (424 mg, 3.11 mmole) and oxalic acid dihydrate (432 mg, 3.43 mmole, used as received) in 4N HCl (20 mL) was refluxed at 120-5° C. for 3 h, then cooled to room temperature. The mixture was centrifuged and the supernatant was removed. The yellow solid was washed with cold water (2×2 mL), collected by filtration, and dried in vacuo for 2 h, affording 516 mg of crude 5,7-dimethyl-1,4-dihydro-2,3-quinoxalinedione (87%) as a yellow powder. The crude product... As a reaction SMILES: [NH2:1][C:2]1[CH:7]=[C:6]([NH2:8])[C:5]([C:9]#[N:10])=[CH:4][N:3]=1.[CH2:11](N)C1C=CC=CC=1.C([O-])([O-])OCC.C(OC(=O)C)(=O)C.[SH-:32]>C(O)=O>[NH2:1][C:2]1[N:3]=[CH:4][C:5]2[C:9](=[S:32])[NH:10][CH:11]=[N:8][C:6]=2[CH:7]=1 |f:2.3|. The product is NC1=CC=2N=CNC(C2C=N1)=S (7-amino-4-thiono-3H-pyrido[4,3-d]pyrimidine). Reported procedure: 2,4-Diamino-5-cyanopyridine can be cyclized directly to many 4-benzylamipnopyridopyrimidine derivatives by treatment with the benzylamine and formic acid at high temperature. For less nucleophilic amines 2,4-diamino-5-cyanopyridine is converted via ethyl orthoformate/acetic anhydride treatment, followed by cyclization with hydrosulfide ion in anhydrous conditions, to give 7-amino-4-thiono-3H-pyrido[4,3-d]pyrimidine. S-Alkylation and displacement with an appropriate amine gives the desired produc... The solvent is C(=O)O (formic acid). Starting materials: NC1=NC=C(C(=C1)N)C#N (2,4-Diamino-5-cyanopyridine), C(OCC)([O-])[O-].C(C)(=O)OC(C)=O (ethyl orthoformate acetic anhydride), [SH-] (hydrosulfide), C(C1=CC=CC=C1)N (benzylamine), amines 2,4-diamino-5-cyanopyridine.